This data is from the Open Reaction Database (ORD), a public repository of structured organic reaction records. The task is: describe an organic reaction: reactants, conditions, products, and yield Starting materials: Cl (hydrochloric acid), C(=O)C1=CC=C(C(=O)O)C=C1 (4-formylbenzoic acid), solution, C(CC)[Mg]Br (propyl magnesium bromide). The solvent is O1CCCC1 (tetrahydrofuran), O1CCCC1 (tetrahydrofuran). Run at time 15 minute. Yields the product OC(CCC)C1=CC=C(C(=O)O)C=C1 (4-(1-hydroxybutyl)-benzoic acid). Reaction SMILES: [CH:1]([C:3]1[CH:11]=[CH:10][C:6]([C:7]([OH:9])=[O:8])=[CH:5][CH:4]=1)=[O:2].[CH2:12]([Mg]Br)[CH2:13][CH3:14].Cl>O1CCCC1>[OH:2][CH:1]([C:3]1[CH:11]=[CH:10][C:6]([C:7]([OH:9])=[O:8])=[CH:5][CH:4]=1)[CH2:12][CH2:13][CH3:14]. Procedure: 6 g of 4-formylbenzoic acid is dissolved in 100 ml of tetrahydrofuran and mixed with 100 ml of a 1-molar solution of propyl magnesium bromide in tetrahydrofuran. After 6 hours of reaction time at room temperature the mixture is stirred into 100 ml of 2M of hydrochloric acid, extracted with ether and the ether phase is concentrated by evaporation. The crystalline material is filtered off with toluene on a suction filter and dissolved in 45 ml of dioxane and 5 ml of water and treated with 1.5 g of... Reaction SMILES: [CH2:1]([c:2]1[cH:3][cH:4][cH:5][cH:6][cH:7]1)[O:8][C:9]([C:10]([F:11])([F:12])[F:13])([C:14]([F:15])([F:16])[F:17])[c:18]1[cH:19][c:20]([CH:36]=[CH:37][CH3:38])[c:21]([N:24]2[CH2:25][CH:26]([CH3:35])[N:27]([C:31]([CH2:32][Br:33])=[O:34])[CH2:28][CH:29]2[CH3:30])[cH:22][cH:23]1.[O:39]1[c:40]2[c:41]([cH:45][c:46]([C:49]3([CH3:56])[C:50](=[O:55])[NH:51][C:52](=[O:54])[NH:53]3)[cH:47][cH:48]2)[O:42][CH2:43][CH2:44]1>>[CH2:1]([c:2]1[cH:3][cH:4][cH:5][cH:6][cH:7]1)[O:8][C:9]([C:10]([F:11])([F:12])[F:13])([C:14]([F:15])([F:16])[F:17])[c:18]1[cH:19][c:20]([CH:36]=[CH:37][CH3:38])[c:21]([N:24]2[CH2:25][CH:26]([CH3:35])[N:27]([C:31]([CH2:32][N:51]3[C:50](=[O:55])[C:49]([c:46]4[cH:45][c:41]5[c:40]([cH:48][cH:47]4)[O:39][CH2:44][CH2:43][O:42]5)([CH3:56])[NH:53][C:52]3=[O:54])=[O:34])[CH2:28][CH:29]2[CH3:30])[cH:22][cH:23]1. Reactants: CC=Cc1cc(C(OCc2ccccc2)(C(F)(F)F)C(F)(F)F)ccc1N1CC(C)N(C(=O)CBr)CC1C, CC1(c2ccc3c(c2)OCCO3)NC(=O)NC1=O. Yields the product CC=Cc1cc(C(OCc2ccccc2)(C(F)(F)F)C(F)(F)F)ccc1N1CC(C)N(C(=O)CN2C(=O)NC(C)(c3ccc4c(c3)OCCO4)C2=O)CC1C. The reactants are BrC=1C=C2/C(/C(NC(C2=CC1)=O)=O)=C/NC1=CC=C(C=C1)N1CCN(CC1)C ((4Z)-6-bromo-4-({[4-(4-methylpiperazin-1-yl)phenyl]amino}methylene)isoquinoline-1,3(2H,4H)-dione), P(OCC)(OCC)[O-] (diethyl phosphite). Reagents/catalysts: C=1C=CC(=CC1)[P](C=2C=CC=CC2)(C=3C=CC=CC3)[Pd]([P](C=4C=CC=CC4)(C=5C=CC=CC5)C=6C=CC=CC6)([P](C=7C=CC=CC7)(C=8C=CC=CC8)C=9C=CC=CC9)[P](C=1C=CC=CC1)(C=1C=CC=CC1)C=1C=CC=CC1 (tetrakis(triphenylphosphine)palladium(0)). Solvent: CN(C=O)C (N,N-dimethylformamide). Conditions: temperature 120 celsius. Product: CN1CCN(CC1)C1=CC=C(C=C1)N\C=C\1/C(NC(C2=CC=C(C=C12)P(OCC)(OCC)=O)=O)=O (diethyl [(4Z)-4-({[4-(4-methylpiperazin-1-yl)phenyl]amino}methylene)-1,3-dioxo-1,2,3,4-tetrahydroisoquinolin-6-yl]phosphonate), ditrifluoroacetate. Yield: 3.1%. As a reaction SMILES: Br[C:2]1[CH:3]=[C:4]2[C:9](=[CH:10][CH:11]=1)[C:8](=[O:12])[NH:7][C:6](=[O:13])/[C:5]/2=[CH:14]\[NH:15][C:16]1[CH:21]=[CH:20][C:19]([N:22]2[CH2:27][CH2:26][N:25]([CH3:28])[CH2:24][CH2:23]2)=[CH:18][CH:17]=1.[P:29]([O-:36])([O:33][CH2:34][CH3:35])[O:30][CH2:31][CH3:32]>CN(C)C=O.C1C=CC([P]([Pd]([P](C2C=CC=CC=2)(C2C=CC=CC=2)C2C=CC=CC=2)([P](C2C=CC=CC=2)(C2C=CC=CC=2)C2C=CC=CC=2)[P](C2C=CC=CC=2)(C2C=CC=CC=2)C2C=CC=CC=2)(C2C=CC=CC=2)C2C=CC=CC=2)=CC=1>[CH3:28][N:25]1[CH2:24][CH2:23][N:22]([C:19]2[CH:18]=[CH:17][C:16]([NH:15]/[CH:14]=[C:5]3\[C:6](=[O:13])[NH:7][C:8](=[O:12])[C:9]4[C:4]\3=[CH:3][C:2]([P:29](=[O:36])([O:33][CH2:34][CH3:35])[O:30][CH2:31][CH3:32])=[CH:11][CH:10]=4)=[CH:21][CH:20]=2)[CH2:27][CH2:26]1 |^1:45,47,66,85|. Procedure: To a solution of (4Z)-6-bromo-4-({[4-(4-methylpiperazin-1-yl)phenyl]amino}methylene)isoquinoline-1,3(2H,4H)-dione (67 mg, 0.15 mmol) in N,N-dimethylformamide (1 mL) is added diethyl phosphite (22 μL) and tetrakis(triphenylphosphine)palladium(0) (9 mg, 8 μmol, 0.05 mol %). The mixture is heated in a 120° C. oil bath for 6 hour and then purified by reverse phase high performance liquid chromatography to give diethyl [(4Z)-4-({[4-(4-methylpiperazin-1-yl)phenyl]amino}methylene)-1,3-dioxo-1,2,3,4-tet... Starting materials: Cl (HCl), C(=O)(OC(C)(C)C)N1CCC(CC1)CNC1=NC2=C(N1)C=CC=C2 (N-Boc-4[(1-H-Benzimidazol-2-ylamino)-methyl]-piperidine). Solvent: CCOC(=O)C (EtOAc). Reaction conditions: temperature 0 celsius, time 2 hour. The product is Cl.Cl.N1C(=NC2=C1C=CC=C2)NCC2CCNCC2 (4-[(1-H-Benzimidazol-2-ylamino)-methyl]-piperidine bis-hydrochloride). As a reaction SMILES: [ClH:1].C([N:9]1[CH2:14][CH2:13][CH:12]([CH2:15][NH:16][C:17]2[NH:21][C:20]3[CH:22]=[CH:23][CH:24]=[CH:25][C:19]=3[N:18]=2)[CH2:11][CH2:10]1)(OC(C)(C)C)=O>CCOC(C)=O>[ClH:1].[ClH:1].[NH:18]1[C:19]2[CH:25]=[CH:24][CH:23]=[CH:22][C:20]=2[N:21]=[C:17]1[NH:16][CH2:15][CH:12]1[CH2:13][CH2:14][NH:9][CH2:10][CH2:11]1 |f:3.4.5|. Procedure details: HCl gas was passed through a solution of 5-2 (1.3 g, 3.9 mmol) in EtOAc (25 mL) at 0° C. for 3 min. After stirring at 0° C. for an additional 2 hrs, the reaction mixture was concentrated to give 5-3 as a solid. Run at time 8 hour. The product is Cl.FC=1C=C(C(=O)OC)C=CC1O[C@@H]1C(N(CC1)C1CCNCC1)=O ((S)-methyl 3-fluoro-4-(2-oxo-1-(piperidin-4-yl)pyrrolidin-3-yloxy)benzoate hydrochloride). Reaction SMILES: [F:1][C:2]1[CH:27]=[C:26]([C:28]([O:30][CH3:31])=[O:29])[CH:25]=[CH:24][C:3]=1[O:4][C@H:5]1[CH2:9][CH2:8][N:7]([CH:10]2[CH2:15][CH2:14][N:13](C(OC(C)(C)C)=O)[CH2:12][CH2:11]2)[C:6]1=[O:23].[ClH:32].C(O)(C)C>CCOC(C)=O>[ClH:32].[F:1][C:2]1[CH:27]=[C:26]([CH:25]=[CH:24][C:3]=1[O:4][C@H:5]1[CH2:9][CH2:8][N:7]([CH:10]2[CH2:15][CH2:14][NH:13][CH2:12][CH2:11]2)[C:6]1=[O:23])[C:28]([O:30][CH3:31])=[O:29] |f:4.5|. Reported procedure: To a solution of (S)-tert-butyl 4-(3-(2-fluoro-4-(methoxycarbonyl)phenoxy)-2-oxopyrrolidin-1-yl)piperidine-1-carboxylate (2 g, 4.6 mmol) in EtOAc (20 mL) was added hydrogen chloride in isopropanol (5-6 M) (9.2 mL, 46 mmol) and the reaction was stirred overnight at ambient temperature. The reaction was concentrated under vacuum to give (S)-methyl 3-fluoro-4-(2-oxo-1-(piperidin-4-yl)pyrrolidin-3-yloxy)benzoate hydrochloride (1.5 g, 100%), which was used crude in the next reaction The reactants are FC1=C(O[C@@H]2C(N(CC2)C2CCN(CC2)C(=O)OC(C)(C)C)=O)C=CC(=C1)C(=O)OC ((S)-tert-butyl 4-(3-(2-fluoro-4-(methoxycarbonyl)phenoxy)-2-oxopyrrolidin-1-yl)piperidine-1-carboxylate), Cl (hydrogen chloride), C(C)(C)O (isopropanol). The solvent is CCOC(=O)C (EtOAc). The yield is 100.0%.